Task: describe an organic reaction: reactants, conditions, products, and yield. Dataset: the Open Reaction Database (ORD), a public repository of structured organic reaction records Reactants: [N+](=O)([O-])C=1C=C(C=CC1)C1=NN=NN1 (5-(3-Nitrophenyl)-1H-tetrazole), [H][H] (hydrogen). Reagents/catalysts: [Pd] (palladium on carbon). Solvent: C(C)O (ethanol). Yields the product NC=1C=C(C=CC1)C1=NN=NN1 (5-(3-aminophenyl)-1H-tetrazole). RXN SMILES: [N+:1]([C:4]1[CH:5]=[C:6]([C:10]2[NH:14][N:13]=[N:12][N:11]=2)[CH:7]=[CH:8][CH:9]=1)([O-])=O.[H][H]>C(O)C.[Pd]>[NH2:1][C:4]1[CH:5]=[C:6]([C:10]2[NH:14][N:13]=[N:12][N:11]=2)[CH:7]=[CH:8][CH:9]=1. Procedure: 5-(3-Nitrophenyl)-1H-tetrazole (4.41 g) was hydrogenated in ethanol (50 ml) over 10% palladium on carbon (0.4 g) under 3 atmospheric pressure of hydrogen at ambient temperature. The reaction mixture was filtered through Celite® (Johns Manville) and washed with ethanol. The filtrate and the washings were combined and evaporated to give 5-(3-aminophenyl)-1H-tetrazole as a crystalline powder, which was triturated in diisopropyl ether and collected by filtration to afford the desired product as a wh... The reactants are CO, BrCCOC1CCCCO1, O, O, Cc1ccc(S(=O)(=O)O)cc1, COC(=O)N(CCOC1CCCCO1)c1ccc(OCc2nc3ccccc3s2)cc1C, COC(=O)Nc1ccc(OCc2nc3ccccc3s2)cc1C. The product is COC(=O)N(CCO)c1ccc(OCc2nc3ccccc3s2)cc1C. RXN SMILES: [CH3:78][OH:79].[O:56]1[CH2:57][CH2:58][CH2:59][CH2:60][CH:61]1[O:62][CH2:63][CH2:64][Br:65].[OH2:66].[OH2:80].[c:67]1([CH3:68])[cH:69][cH:70][c:71]([S:72]([OH:73])(=[O:74])=[O:75])[cH:76][cH:77]1.[s:1]1[c:2]([CH2:10][O:11][c:12]2[cH:13][c:14]([CH3:32])[c:15]([N:18]([C:19]([O:20][CH3:21])=[O:22])[CH2:23][CH2:24][O:25][CH:26]3[CH2:27][CH2:28][CH2:29][CH2:30][O:31]3)[cH:16][cH:17]2)[n:3][c:4]2[c:5]1[cH:6][cH:7][cH:8][cH:9]2.[s:33]1[c:34]2[cH:35][cH:36][cH:37][cH:38][c:39]2[n:40][c:41]1[CH2:42][O:43][c:44]1[cH:45][cH:46][c:47]([NH:48][C:49](=[O:50])[O:51][CH3:52])[c:53]([CH3:54])[cH:55]1>>[s:1]1[c:2]([CH2:10][O:11][c:12]2[cH:13][c:14]([CH3:32])[c:15]([N:18]([C:19]([O:20][CH3:21])=[O:22])[CH2:23][CH2:24][OH:25])[cH:16][cH:17]2)[n:3][c:4]2[c:5]1[cH:6][cH:7][cH:8][cH:9]2. Run at temperature 70 celsius, time 4 hour. As a reaction SMILES: [CH:1]([Si:4]([CH:14]([CH3:16])[CH3:15])([CH:11]([CH3:13])[CH3:12])[N:5]1[CH2:10][CH2:9][NH:8][CH2:7][CH2:6]1)([CH3:3])[CH3:2].[C:17]([O:21][CH3:22])(=[O:20])[CH:18]=[CH2:19]>>[CH:14]([Si:4]([CH:1]([CH3:3])[CH3:2])([CH:11]([CH3:13])[CH3:12])[N:5]1[CH2:10][CH2:9][N:8]([CH2:19][CH2:18][C:17]([O:21][CH3:22])=[O:20])[CH2:7][CH2:6]1)([CH3:16])[CH3:15]. Procedure details: A flask equipped with a stirrer, reflux condenser, dropping funnel and thermometer was charged with 194.0 g (0.8 mol) of 1-triisopropylsilylpiperazine (Synthesis Example 2) and heated at 70° C. Once the internal temperature became steady, 75.8 g (0.88 mol) of methyl acrylate was added dropwise over 2 hours. Stirring was continued for 4 hours at the temperature. On distillation of the reaction solution, 250.0 g of a fraction having a boiling point of 163-164° C./0.4 kPa was collected. The reactants are C(C)(C)[Si](N1CCNCC1)(C(C)C)C(C)C (1-triisopropylsilylpiperazine), C(C=C)(=O)OC (methyl acrylate). Product: C(C)(C)[Si](N1CCN(CC1)CCC(=O)OC)(C(C)C)C(C)C (1-triisopropylsilyl-4-(2-methoxycarbonylethyl)piperazine). The reactants are C1CCOC1, C1COCCO1, CO, Cl, CC(C)(C)OC(=O)NC1CCC(Sc2ccc(C(F)(F)F)cc2)CC1. Yields the product NC1CCC(Sc2ccc(C(F)(F)F)cc2)CC1. Reaction SMILES: [CH2:27]1[O:28][CH2:29][CH2:30][CH2:31]1.[CH2:34]1[O:35][CH2:36][CH2:37][O:38][CH2:39]1.[CH3:32][OH:33].[ClH:26].[F:1][C:2]([c:3]1[cH:4][cH:5][c:6]([S:9][CH:10]2[CH2:11][CH2:12][CH:13]([NH:16][C:17](=[O:18])[O:19][C:20]([CH3:21])([CH3:22])[CH3:23])[CH2:14][CH2:15]2)[cH:7][cH:8]1)([F:24])[F:25]>>[F:1][C:2]([c:3]1[cH:4][cH:5][c:6]([S:9][CH:10]2[CH2:11][CH2:12][CH:13]([NH2:16])[CH2:14][CH2:15]2)[cH:7][cH:8]1)([F:24])[F:25]. Starting materials: R5Br, N1C=CC2=CC=CC=C12 (Indole), N1C=C(C2=CC=CC=C12)C(=O)OC (methyl indole 3-carboxylate), BrCC1=CC=CC=C1 (Bromomethylbenzene), NC1=NC=CC=C1 (2-aminopyridine). The product is N1=C(C=CC=C1)NC(=O)C1=CN(C2=CC=CC=C12)CC1=CC=CC=C1 (1-Benzyl-1H-indole-3-carboxylic acid pyridine-2-ylamide). Reaction SMILES: Br[CH2:2][C:3]1[CH:8]=[CH:7][CH:6]=[CH:5][CH:4]=1.[NH2:9][C:10]1[CH:15]=[CH:14][CH:13]=[CH:12][N:11]=1.N1C2C(=CC=CC=2)C=C1.[NH:25]1[C:33]2[C:28](=[CH:29][CH:30]=[CH:31][CH:32]=2)[C:27]([C:34]([O:36]C)=O)=[CH:26]1>>[N:11]1[CH:12]=[CH:13][CH:14]=[CH:15][C:10]=1[NH:9][C:34]([C:27]1[C:28]2[C:33](=[CH:32][CH:31]=[CH:30][CH:29]=2)[N:25]([CH2:2][C:3]2[CH:8]=[CH:7][CH:6]=[CH:5][CH:4]=2)[CH:26]=1)=[O:36]. Procedure: R5Br=Bromomethylbenzene; NH2A=2-aminopyridine; Indole starting material=methyl indole 3-carboxylate Reactants: C(C)OC([C@@](CC1=CC=C(C=C1)O)(OC1=CC=CC=C1)C)=O ((R)-3-(4-hydroxyphenyl)-2-methyl-2-phenoxypropionic acid ethyl ester), C1(=CC=CC=C1)C=1OC(=C(N1)CCOS(=O)(=O)C1=CC=C(C=C1)C)C (toluene-4-sulfonic acid 2-(2-phenyl-5-methyloxazol-4-yl)-ethyl ester). Product: C(C)OC([C@@](CC1=CC=C(C=C1)OCCC=1N=C(OC1C)C1=CC=CC=C1)(OC1=CC=CC=C1)C)=O ((R)-3-{4-[2-(2-phenyl-5-methyl-oxazol-4-yl)-ethoxy]-phenyl}-2-methyl-2-phenoxypropionic acid ethyl ester). As a reaction SMILES: [CH2:1]([O:3][C:4](=[O:22])[C@:5]([CH3:21])([O:14][C:15]1[CH:20]=[CH:19][CH:18]=[CH:17][CH:16]=1)[CH2:6][C:7]1[CH:12]=[CH:11][C:10]([OH:13])=[CH:9][CH:8]=1)[CH3:2].[C:23]1([C:29]2[O:30][C:31]([CH3:47])=[C:32]([CH2:34][CH2:35]OS(C3C=CC(C)=CC=3)(=O)=O)[N:33]=2)[CH:28]=[CH:27][CH:26]=[CH:25][CH:24]=1>>[CH2:1]([O:3][C:4](=[O:22])[C@:5]([CH3:21])([O:14][C:15]1[CH:20]=[CH:19][CH:18]=[CH:17][CH:16]=1)[CH2:6][C:7]1[CH:12]=[CH:11][C:10]([O:13][CH2:35][CH2:34][C:32]2[N:33]=[C:29]([C:23]3[CH:28]=[CH:27][CH:26]=[CH:25][CH:24]=3)[O:30][C:31]=2[CH3:47])=[CH:9][CH:8]=1)[CH3:2]. Procedure: (R)-3-(4-hydroxyphenyl)-2-methyl-2-phenoxypropionic acid ethyl ester, shown below, from Example 1, Step C, and toluene-4-sulfonic acid 2-(2-phenyl-5-methyloxazol-4-yl)-ethyl ester were reacted, as described in Example 1, Step D, to provide (R)-3-{4-[2-(2-phenyl-5-methyl-oxazol-4-yl)-ethoxy]-phenyl}-2-methyl-2-phenoxypropionic acid ethyl ester, shown below, as a colorless oil (61%). 1H NMR (300 MHz, CDCl3): δ 7.96 (m, 2H), 7.41 (m, 3H), 7.19 (t, 2H), 7.12 (d, 2H), 6.93 (t, 1H), 6.82 (m, 4H), 4.20... Starting materials: COC1=CC=C(C=C1)S(=O)(=O)NCCCCCSC(C(=O)O)(C)C (8-(4-Methoxybenzenesulphonamido)-2,2-dimethyl-3-thiaoctanoic acid), BrCCCCCSC(C(=O)OCC)(C)C (ethyl 8-bromo-2,2-dimethyl-3-thiaoctanoate), COC1=CC=C(C=C1)S(=O)(=O)N (4-methoxybenzenesulphonamide). Product: COC1=CC=C(C=C1)S(=O)(=O)NCCCCCSC(C(=O)OCC)(C)C (ethyl 8-(4-methoxybenzenesulphonamido)-2,2-dimethyl-3-thiaoctanoate). Isolated yield 69.0%. RXN SMILES: [CH3:1][O:2][C:3]1[CH:8]=[CH:7][C:6]([S:9]([NH:12][CH2:13][CH2:14][CH2:15][CH2:16][CH2:17][S:18][C:19]([CH3:24])([CH3:23])[C:20]([OH:22])=[O:21])(=[O:11])=[O:10])=[CH:5][CH:4]=1.Br[CH2:26][CH2:27]CCCSC(C)(C)C(OCC)=O.COC1C=CC(S(N)(=O)=O)=CC=1>>[CH3:1][O:2][C:3]1[CH:8]=[CH:7][C:6]([S:9]([NH:12][CH2:13][CH2:14][CH2:15][CH2:16][CH2:17][S:18][C:19]([CH3:24])([CH3:23])[C:20]([O:22][CH2:26][CH3:27])=[O:21])(=[O:11])=[O:10])=[CH:5][CH:4]=1. Procedure details: In an analogous way, there are obtained: 2. 8-(4-Methoxybenzenesulphonamido)-2,2-dimethyl-3-thiaoctanoic acid by reaction of ethyl 8-bromo-2,2-dimethyl-3-thiaoctanoate with 4-methoxybenzenesulphonamide to give (a) ethyl 8-(4-methoxybenzenesulphonamido)-2,2-dimethyl-3-thiaoctanoate; after chromatography on silica gel/cyclohexane+diethyl ether (2:1 v/v), the yield is 69% of theory; colourless oil; nD20 =1.5280 and subsequent saponification of this ester to give (b) the desired acid; yield 90% of t... The reactants are C1=CC(=CC2=C1C(NC1=C(S2)C=CC=C1)=O)C(=O)OC (methyl 10,11-dihydrodibenzo[b,f][1,4]-thiazepin-11-one-3-carboxylate), P(Cl)(Cl)(Cl)(Cl)Cl (phosphorous pentachloride), P(Cl)(Cl)(Cl)(Cl)Cl (phosphorous pentachloride), P(=O)(Cl)(Cl)Cl (phosphorous oxychloride). Run at time 30 minute. Product: ClC1=NC2=C(SC3=C1C=CC(=C3)C(=O)OC)C=CC=C2 (Methyl 11-chlorodibenzo[b,f][1,4]thiazepin-3-carboxylate). Reaction SMILES: [CH:1]1[C:6]2[C:7](=O)[NH:8][C:9]3[CH:15]=[CH:14][CH:13]=[CH:12][C:10]=3[S:11][C:5]=2[CH:4]=[C:3]([C:17]([O:19][CH3:20])=[O:18])[CH:2]=1.P(Cl)(Cl)(Cl)(Cl)[Cl:22].P(Cl)(Cl)(Cl)=O>>[Cl:22][C:7]1[C:6]2[CH:1]=[CH:2][C:3]([C:17]([O:19][CH3:20])=[O:18])=[CH:4][C:5]=2[S:11][C:10]2[CH:12]=[CH:13][CH:14]=[CH:15][C:9]=2[N:8]=1. Reported procedure: At room temperature, add 14.25 gm. (50 mmole) of methyl 10,11-dihydrodibenzo[b,f][1,4]-thiazepin-11-one-3-carboxylate to a stirred mixture of 10.425 gm. (50 mmole) of phosphorous pentachloride in 50 ml. of phosphorous oxychloride. Stir for 30 minutes, add an additional 1 gm. of phosphorous pentachloride and continue stirring for one hour. Partition the reaction mixture between a mixture of 400 ml. of methylene chloride, 350 gm. of ice and 150 ml. of water. Separate the aqueous layer and extract ... Reactants: C(C(=C)C)(=O)OC1=CC2=CC=CC=C2C=C1 (2-naphthyl methacrylate), C(C(=C)C)(=O)OC(C)(C)C (tert-butyl methacrylate), CC(C)(C#N)N=NC(C)(C)C#N (AIBN). Solvent: C1(=CC=CC=C1)C (toluene). Reaction conditions: temperature 70 celsius. Yields the product C(C(=C)C)(=O)OC1=CC=CC2=CC=CC=C12 (naphthyl methacrylate), C(C(=C)C)(=O)OC(C)(C)C (tert-butyl methacrylate). As a reaction SMILES: C(O[C:7]1[CH:16]=[CH:15][C:14]2[C:9](=[CH:10][CH:11]=[CH:12][CH:13]=2)[CH:8]=1)(=O)C(C)=C.[C:17]([O:22][C:23]([CH3:26])([CH3:25])[CH3:24])(=[O:21])[C:18]([CH3:20])=[CH2:19].CC(N=NC(C#N)(C)C)(C#N)C>C1(C)C=CC=CC=1>[C:17]([O:22][C:10]1[C:9]2[C:14](=[CH:15][CH:16]=[CH:7][CH:8]=2)[CH:13]=[CH:12][CH:11]=1)(=[O:21])[C:18]([CH3:20])=[CH2:19].[C:17]([O:22][C:23]([CH3:26])([CH3:25])[CH3:24])(=[O:21])[C:18]([CH3:20])=[CH2:19]. Reported procedure: 0.3 mol of 2-naphthyl methacrylate and 0.7 mol of tert-butyl methacrylate were mixed with 200 g of toluene, and 2 g of azoisobutylonitrile (AIBN) was added thereto. The mixed system was heated at a temperature of 70° C. for 8 hours and then purified by dropping it into acetone-methanol solvent, to obtain a copolymer of naphthyl methacrylate and tert-butyl methacrylate (Resin A).